From a dataset of the Open Reaction Database (ORD), a public repository of structured organic reaction records. describe an organic reaction: reactants, conditions, products, and yield Starting materials: O=C(Cl)OCCCl, CC1CN(c2cccc3cc(F)ccc23)CCN1CCC1OCCc2cc(N)ccc21, CN(C)C=O, c1ccncc1. The product is CC1CN(c2cccc3cc(F)ccc23)CCN1CCC1OCCc2cc(N3CCOC3=O)ccc21. As a reaction SMILES: [Cl:38][C:39](=[O:40])[O:41][CH2:42][CH2:43][Cl:44].[F:1][c:2]1[cH:3][c:4]2[cH:5][cH:6][cH:7][c:8]([N:12]3[CH2:13][CH:14]([CH3:31])[N:15]([CH2:18][CH2:19][CH:20]4[O:21][CH2:22][CH2:23][c:24]5[c:25]4[cH:26][cH:27][c:28]([NH2:30])[cH:29]5)[CH2:16][CH2:17]3)[c:9]2[cH:10][cH:11]1.[O:45]=[CH:46][N:47]([CH3:48])[CH3:49].[cH:32]1[cH:33][cH:34][n:35][cH:36][cH:37]1>>[F:1][c:2]1[cH:3][c:4]2[cH:5][cH:6][cH:7][c:8]([N:12]3[CH2:13][CH:14]([CH3:31])[N:15]([CH2:18][CH2:19][CH:20]4[O:21][CH2:22][CH2:23][c:24]5[c:25]4[cH:26][cH:27][c:28]([N:30]4[C:39](=[O:40])[O:41][CH2:42][CH2:43]4)[cH:29]5)[CH2:16][CH2:17]3)[c:9]2[cH:10][cH:11]1. Reactants: NCC(CP(OCC)(=O)C(OCC)OCC)C (ethyl 3-amino-2-methylpropyl(diethoxymethyl)phosphinate). Solvent: Cl (hydrochloric acid). Product: O.NCC(CP(O)O)C (3-amino-2-methylpropyl-phosphonous acid monohydrate). RXN SMILES: [NH2:1][CH2:2][CH:3]([CH3:17])[CH2:4][P:5](C(OCC)OCC)(=[O:9])[O:6]CC>Cl>[OH2:6].[NH2:1][CH2:2][CH:3]([CH3:17])[CH2:4][P:5]([OH:9])[OH:6] |f:2.3|. Procedure details: A solution of 6.0 g of ethyl 3-amino-2-methylpropyl(diethoxymethyl)phosphinate in 30 ml of 36% aqueous hydrochloric acid is heated to reflux for a period of 7 hours. The reaction mixture is then allowed to cool to room temperature, concentrated under reduced pressure and co-evaporated twice with 10 ml of water under reduced pressure. The crude product is dissolved in 50 ml of dry ethanol and 5 ml of propylene oxide is added dropwise. The precipitated solid is collected by filtration and dried to... The reactants are CC(C)NC(=O)c1cc(F)ccc1Cc1cnc(-c2nc3n(CC(=O)N4CC(C)OC(C)C4)ccn3c(=O)c2OCc2ccccc2)s1, COC(=O)c1nc2[nH]ccn2c(=O)c1OC(C)=O. Product: CC(C)NC(=O)c1cc(F)ccc1Cc1cnc(-c2nc3n(CC(=O)N4CC(C)OC(C)C4)ccn3c(=O)c2O)s1. RXN SMILES: [CH2:19]([c:20]1[cH:21][cH:22][cH:23][cH:24][cH:25]1)[O:26][c:27]1[c:28](-[c:48]2[s:49][c:50]([CH2:53][c:54]3[c:55]([C:56](=[O:57])[NH:58][CH:59]([CH3:60])[CH3:61])[cH:62][c:63]([F:66])[cH:64][cH:65]3)[cH:51][n:52]2)[n:29][c:30]2[n:31]([c:32]1=[O:33])[cH:34][cH:35][n:36]2[CH2:37][C:38](=[O:39])[N:40]1[CH2:41][CH:42]([CH3:47])[O:43][CH:44]([CH3:46])[CH2:45]1.[CH3:1][O:2][C:3]([c:4]1[n:5][c:6]2[nH:7][cH:8][cH:9][n:10]2[c:11](=[O:12])[c:13]1[O:14][C:15](=[O:16])[CH3:17])=[O:18]>>[OH:26][c:27]1[c:28](-[c:48]2[s:49][c:50]([CH2:53][c:54]3[c:55]([C:56](=[O:57])[NH:58][CH:59]([CH3:60])[CH3:61])[cH:62][c:63]([F:66])[cH:64][cH:65]3)[cH:51][n:52]2)[n:29][c:30]2[n:31]([c:32]1=[O:33])[cH:34][cH:35][n:36]2[CH2:37][C:38](=[O:39])[N:40]1[CH2:41][CH:42]([CH3:47])[O:43][CH:44]([CH3:46])[CH2:45]1.